Task: describe an organic reaction: reactants, conditions, products, and yield. Dataset: the Open Reaction Database (ORD), a public repository of structured organic reaction records The reactants are ClC=1C=CC(=C(C#N)C1)SC (5-chloro-2-(methylsulfanyl)benzonitrile), [H-].[Al+3].[Li+].[H-].[H-].[H-] (lithium aluminum hydride), O.O.O.O.O.O.O.O.O.O.[O-]S(=O)(=O)[O-].[Na+].[Na+] (sodium sulfate 10 hydrate). Run in O1CCCC1 (tetrahydrofuran). Conditions: time 3 hour. Yields the product Cl.ClC=1C=CC(=C(C1)CN)SC (1-[5-chloro-2-(methylsulfanyl)phenyl]methanamine hydrochloride). The yield is 146.9%. Reaction SMILES: [H-].[Al+3].[Li+].[H-].[H-].[H-].[Cl:7][C:8]1[CH:9]=[CH:10][C:11]([S:16][CH3:17])=[C:12]([CH:15]=1)[C:13]#[N:14].O.O.O.O.O.O.O.O.O.O.[O-]S([O-])(=O)=O.[Na+].[Na+]>O1CCCC1>[ClH:7].[Cl:7][C:8]1[CH:9]=[CH:10][C:11]([S:16][CH3:17])=[C:12]([CH2:13][NH2:14])[CH:15]=1 |f:0.1.2.3.4.5,7.8.9.10.11.12.13.14.15.16.17.18.19,21.22|. Reported procedure: (Step 2) To a suspension of lithium aluminum hydride (1.41 g) in tetrahydrofuran (300 ml) was added 5-chloro-2-(methylsulfanyl)benzonitrile obtained in Step 1 (5.7 g) at 0° C. The mixture was stirred at room temperature for 3 hr, and treated with sodium sulfate 10 hydrate. The mixture was further stirred at room temperature for 1 hr, and the inorganic substance was filtered off through celite. The filtrate was concentrated under reduced pressure. The residue was dissolved in methanol, and 4N hyd... Reactants: C1CC(CCC12CCCCC2)O (spiro[5.5]undecan-3-ol), OC=1C(=C2C=CC(=CC2=CC1)[C@]1(NC(OC1)=O)C)C(F)(F)F ((R)-4-(6-hydroxy-5-(trifluoromethyl)naphthalen-2-yl)-4-methyloxazolidin-2-one), C1(=CC=CC=C1)P(C1=CC=CC=C1)C1=CC=CC=C1 (triphenylphosphine), O1CCCC1 (tetrahydrofuran), N(=NC(=O)OC(C)C)C(=O)OC(C)C (diisopropyl azodicarboxylate). Solvent: C(Cl)Cl (methylene chloride). Product: C[C@@]1(NC(OC1)=O)C1=CC2=CC=C(C(=C2C=C1)C(F)(F)F)OC1CCC2(CC1)CCCCC2 ((4R)-4-methyl-4-(6-(spiro[5.5]undecan-3-yloxy)-5-(trifluoromethyl)naphthalen-2-yl)oxazolidin-2-one). Yield: 69.4%. RXN SMILES: [CH2:1]1[C:6]2([CH2:11][CH2:10][CH2:9][CH2:8][CH2:7]2)[CH2:5][CH2:4][CH:3]([OH:12])[CH2:2]1.O[C:14]1[C:15]([C:31]([F:34])([F:33])[F:32])=[C:16]2[C:21](=[CH:22][CH:23]=1)[CH:20]=[C:19]([C@:24]1([CH3:30])[CH2:28][O:27][C:26](=[O:29])[NH:25]1)[CH:18]=[CH:17]2.C1(P(C2C=CC=CC=2)C2C=CC=CC=2)C=CC=CC=1.O1CCCC1.N(C(OC(C)C)=O)=NC(OC(C)C)=O>C(Cl)Cl>[CH3:30][C@@:24]1([C:19]2[CH:18]=[CH:17][C:16]3[C:21](=[CH:22][CH:23]=[C:14]([O:12][CH:3]4[CH2:2][CH2:1][C:6]5([CH2:7][CH2:8][CH2:9][CH2:10][CH2:11]5)[CH2:5][CH2:4]4)[C:15]=3[C:31]([F:34])([F:32])[F:33])[CH:20]=2)[CH2:28][O:27][C:26](=[O:29])[NH:25]1. Procedure: The mixture of spiro[5.5]undecan-3-ol (39.3 mg, 0.000234 mol) and (R)-4-(6-hydroxy-5-(trifluoromethyl)naphthalen-2-yl)-4-methyloxazolidin-2-one (60.6 mg, 0.000195 mol), and triphenylphosphine (61.2 mg, 0.000234 mol) in tetrahydrofuran (2 mL, 0.02 mol) was heated to reflux, and diisopropyl azodicarboxylate (0.0460 mL, 0.000234 mol) was added dropwise and was stirred and refluxed for overnight. The mixture was taken up into methylene chloride and subjected to chromatography purification with EtOAc... Product: C(C)C1=C(C(=CC=C1)CC)C1=NC(=C(C(=N1)C1=CCN(CC1)C(=O)OC(C)(C)C)COC1=C(C=CC(=C1)C(C)C)C)C (tert-butyl 4-(2-(2,6-diethylphenyl)-5-((5-isopropyl-2-methylphenoxy)methyl)-6-methylpyrimidin-4-yl)-5,6-dihydropyridine-1(2H)-carboxylate). The reactants are ClC1=NC(=NC(=C1COC1=C(C=CC(=C1)C(C)C)C)C)C1=C(C=CC=C1CC)CC (4-chloro-2-(2,6-diethylphenyl)-5-((5-isopropyl-2-methylphenoxy)methyl)-6-methylpyrimidine), CC1(OB(OC1(C)C)C1=CCN(CC1)C(=O)OC(C)(C)C)C (tert-butyl 4-(4,4,5,5-tetramethyl-1,3,2-dioxaborolan-2-yl)-5,6-dihydropyridine-1(2H)-carboxylate), C(=O)([O-])[O-].[K+].[K+] (K2CO3). Run in CN(C)C=O (DMF). Run at temperature 80 celsius. Reaction SMILES: Cl[C:2]1[C:7]([CH2:8][O:9][C:10]2[CH:15]=[C:14]([CH:16]([CH3:18])[CH3:17])[CH:13]=[CH:12][C:11]=2[CH3:19])=[C:6]([CH3:20])[N:5]=[C:4]([C:21]2[C:26]([CH2:27][CH3:28])=[CH:25][CH:24]=[CH:23][C:22]=2[CH2:29][CH3:30])[N:3]=1.CC1(C)C(C)(C)OB([C:39]2[CH2:44][CH2:43][N:42]([C:45]([O:47][C:48]([CH3:51])([CH3:50])[CH3:49])=[O:46])[CH2:41][CH:40]=2)O1.C([O-])([O-])=O.[K+].[K+]>CN(C=O)C>[CH2:27]([C:26]1[CH:25]=[CH:24][CH:23]=[C:22]([CH2:29][CH3:30])[C:21]=1[C:4]1[N:3]=[C:2]([C:39]2[CH2:44][CH2:43][N:42]([C:45]([O:47][C:48]([CH3:49])([CH3:50])[CH3:51])=[O:46])[CH2:41][CH:40]=2)[C:7]([CH2:8][O:9][C:10]2[CH:15]=[C:14]([CH:16]([CH3:18])[CH3:17])[CH:13]=[CH:12][C:11]=2[CH3:19])=[C:6]([CH3:20])[N:5]=1)[CH3:28] |f:2.3.4|. Reported procedure: To a solution of 4-chloro-2-(2,6-diethylphenyl)-5-((5-isopropyl-2-methylphenoxy)methyl)-6-methylpyrimidine (423 mg, 1 mmol) and tert-butyl 4-(4,4,5,5-tetramethyl-1,3,2-dioxaborolan-2-yl)-5,6-dihydropyridine-1(2H)-carboxylate (Wustrow and Wise, Synthesis, 1991, 993) (371 mg, 1.2 mmol) in anhydrous DMF (5 mL) is added K2CO3 (414 mg, 3 mmol). The mixture is bubbled with N2 for 15 min and PdCl2dppf (28 mg) is added. The mixture is then heated under N2 at 80° C. for 16 h. After cooling to room temper...